From a dataset of the Open Reaction Database (ORD), a public repository of structured organic reaction records. describe an organic reaction: reactants, conditions, products, and yield The reactants are COCOc1cc(COC)c(Br)c(OCOC)c1, [Li]CCCC, CCOCC, CN(C)C=O. Product: COCOc1cc(COC)c(C=O)c(OCOC)c1. RXN SMILES: [Br:1][c:2]1[c:3]([O:15][CH2:16][O:17][CH3:18])[cH:4][c:5]([O:11][CH2:12][O:13][CH3:14])[cH:6][c:7]1[CH2:8][O:9][CH3:10].[CH3:19][CH2:20][CH2:21][CH2:22][Li:23].[CH3:29][CH2:30][O:31][CH2:32][CH3:33].[O:24]=[CH:25][N:26]([CH3:27])[CH3:28]>>[c:2]1([CH:25]=[O:24])[c:3]([O:15][CH2:16][O:17][CH3:18])[cH:4][c:5]([O:11][CH2:12][O:13][CH3:14])[cH:6][c:7]1[CH2:8][O:9][CH3:10].